Dataset: the Open Reaction Database (ORD), a public repository of structured organic reaction records. Task: describe an organic reaction: reactants, conditions, products, and yield The reactants are CB(OC(C)C)OC(C)C (methyldiisopropoxyborane), C1(=CC=CC=C1)C#C[Li] (phenylethynyllithium), Cl (hydrogen chloride). Solvent: C(C)OCC (ethyl ether), C(C)OCC (ethyl ether). The product is CB(OC(C)C)C#CC1=CC=CC=C1 (Methyl(phenylethynyl)isopropoxyborane). The yield is 817.2%. As a reaction SMILES: [CH3:1][B:2](OC(C)C)[O:3][CH:4]([CH3:6])[CH3:5].[C:11]1([C:17]#[C:18][Li])[CH:16]=[CH:15][CH:14]=[CH:13][CH:12]=1.Cl>C(OCC)C>[CH3:1][B:2]([C:18]#[C:17][C:11]1[CH:16]=[CH:15][CH:14]=[CH:13][CH:12]=1)[O:3][CH:4]([CH3:6])[CH3:5]. Procedure: The reaction was run following the method of Example 14 using methyldiisopropoxyborane (6.34 g, 44 mmol) in ethyl ether (44 mL) and phenylethynyllithium (4.9 mmol) in ethyl ether (50 mL), then quenched with hydrogen chloride (14.33 mL, 49 mmol). Volatiles were removed under reduced pressure at ambient temperature to yield 7.45 g (91%) of the title product; n20D 1.5290; proton NMR (CDCl3)δ7.23 (m, 5H), 4.73 (septet, J=18 Hz, 1H), 1.23 (d, J=18 Hz, 6H), 0.53 (bs, 3H); boron NMR (EE) δ+40.2 ppm(s).... Reactants: OC1CCN(CC1)C(C)=O (1-(4-hydroxy-piperidin-1-yl)-ethanone), OC1=CC=C(C=O)C=C1 (4-hydroxybenzaldehyde), C1(=CC=CC=C1)P(C1=CC=CC=C1)C1=CC=CC=C1 (triphenylphosphine), N(=NC(=O)OC(C)C)C(=O)OC(C)C (diisopropyl azodicarboxylate). Run in C1CCOC1 (THF). Conditions: time 16 hour. Yields the product C(C)(=O)N1CCC(CC1)OC1=CC=C(C=O)C=C1 (4-(1-acetyl-piperidin-4-yloxy)-benzaldehyde). Reaction SMILES: [OH:1][CH:2]1[CH2:7][CH2:6][N:5]([C:8](=[O:10])[CH3:9])[CH2:4][CH2:3]1.O[C:12]1[CH:19]=[CH:18][C:15]([CH:16]=[O:17])=[CH:14][CH:13]=1.C1(P(C2C=CC=CC=2)C2C=CC=CC=2)C=CC=CC=1.N(C(OC(C)C)=O)=NC(OC(C)C)=O>C1COCC1>[C:8]([N:5]1[CH2:6][CH2:7][CH:2]([O:1][C:12]2[CH:19]=[CH:18][C:15]([CH:16]=[O:17])=[CH:14][CH:13]=2)[CH2:3][CH2:4]1)(=[O:10])[CH3:9]. Procedure: To a solution of 1-(4-hydroxy-piperidin-1-yl)-ethanone (1.00 g, 6.90 mmol), 4-hydroxybenzaldehyde (0.854 g, 6.90 mmol) and triphenylphosphine (1.83 g, 6.90 mmol) in THF (10 mL) was added dropwise diisopropyl azodicarboxylate (DIAD) (1.41 g, 6.90 mmol). The reaction mixture was stirred at room temperature for 16 hours, THF was evaporated, and the residue was purified by column chromatography, using dichloromethane:ethyl acetate:methanol (1:2:0.05) as eluent, to give 4-(1-acetyl-piperidin-4-yloxy)... Reactants: ClC=1C=CC2=C(C(=NCC=3N2N=C(C3)C(=O)OC)C3=CC=CC=C3)C1 (8-Chloro-6-phenyl-4H-pyrazolo[1,5-a][1,4]benzodiazepine-2-carboxylic acid, methyl ester), Cl (HCl). Solvent: CC(=O)C (acetone). Product: O.Cl.ClC=1C=CC2=C(C(=NCC=3N2N=C(C3)C(=O)O)C3=CC=CC=C3)C1 (8-Chloro-6-phenyl-4H-pyrazolo[1,5-a][1,4]benzodiazepine-2-carboxylic acid hydrochloride monohydrate). RXN SMILES: [Cl:1][C:2]1[CH:3]=[CH:4][C:5]2[N:11]3[N:12]=[C:13]([C:15]([O:17]C)=[O:16])[CH:14]=[C:10]3[CH2:9][N:8]=[C:7]([C:19]3[CH:24]=[CH:23][CH:22]=[CH:21][CH:20]=3)[C:6]=2[CH:25]=1.Cl>CC(C)=O>[OH2:16].[ClH:1].[Cl:1][C:2]1[CH:3]=[CH:4][C:5]2[N:11]3[N:12]=[C:13]([C:15]([OH:17])=[O:16])[CH:14]=[C:10]3[CH2:9][N:8]=[C:7]([C:19]3[CH:24]=[CH:23][CH:22]=[CH:21][CH:20]=3)[C:6]=2[CH:25]=1 |f:3.4.5|. Procedure details: A mixture of 1.05 g. (3 mmol) of the end product of Example 9 in 3 ml. acetone and 30 ml. of 1N HCl was heated to reflux for 2 hours. After cooling to room temperature, the mixture was concentrated in vacuo and the residue recrystallized twice from H2O/acetone/ether to give analytically pure end product as off-white prisms: mp 268°-269°. Solvent: O1CCOCC1 (dioxane). Run at temperature 80 celsius. RXN SMILES: [C:1]([C:3]1[C:4]([C:18]2[CH:23]=[CH:22][C:21]([N+:24]([O-:26])=[O:25])=[CH:20][CH:19]=2)=[N:5][S:6][C:7]=1[NH:8][C:9](=[O:17])OC1C=CC=CC=1)#[N:2].[CH3:27][O:28][CH2:29][CH2:30][CH2:31][NH2:32]>O1CCOCC1>[C:1]([C:3]1[C:4]([C:18]2[CH:19]=[CH:20][C:21]([N+:24]([O-:26])=[O:25])=[CH:22][CH:23]=2)=[N:5][S:6][C:7]=1[NH:8][C:9]([NH:32][CH2:31][CH2:30][CH2:29][O:28][CH3:27])=[O:17])#[N:2]. Isolated yield 74.7%. Yields the product C(#N)C=1C(=NSC1NC(=O)NCCCOC)C1=CC=C(C=C1)[N+](=O)[O-] (1-[4-cyano-3-(4-nitrophenyl)isothiazol-5-yl]-3-(3-methoxypropyl)urea). Procedure: A mixture of phenyl (4-cyano-3-(4-nitrophenyl)isothiazol-5-yl)carbamate (37 mg, 0.10 mmol) and 3-methoxypropylamine (0.015 mL, 0.15 mmol) in 0.8 mL dioxane was heated at 80° C. After 2 hours the reaction mixture was evaporated to a solid film. The solid was triturated with dichloromethane and then 10% EtOAc in hexane to give a yellow-orange solid. This material was then chromatographed eluting with gradient 50% to 70% EtOAc in hexane. The filtrate from trituration and material from another react... The reactants are C(#N)C=1C(=NSC1NC(OC1=CC=CC=C1)=O)C1=CC=C(C=C1)[N+](=O)[O-] (phenyl (4-cyano-3-(4-nitrophenyl)isothiazol-5-yl)carbamate), COCCCN (3-methoxypropylamine). The reactants are COC(=O)C1N(S(=O)(=O)c2ccc(OCC#CCCCNC(=O)OC(C)(C)C)cc2)CCSC1(C)C, CCOC(C)=O, [I-], [Li+]. Product: CC(C)(C)OC(=O)NCCCC#CCOc1ccc(S(=O)(=O)N2CCSC(C)(C)C2C(=O)O)cc1. RXN SMILES: [CH3:1][O:2][C:3](=[O:4])[CH:5]1[C:6]([CH3:35])([CH3:36])[S:7][CH2:8][CH2:9][N:10]1[S:11](=[O:12])(=[O:13])[c:14]1[cH:15][cH:16][c:17]([O:20][CH2:21][C:22]#[C:23][CH2:24][CH2:25][CH2:26][NH:27][C:28](=[O:29])[O:30][C:31]([CH3:32])([CH3:33])[CH3:34])[cH:18][cH:19]1.[CH3:39][CH2:40][O:41][C:42](=[O:43])[CH3:44].[I-:37].[Li+:38]>>[O:2]=[C:3]([OH:4])[CH:5]1[C:6]([CH3:35])([CH3:36])[S:7][CH2:8][CH2:9][N:10]1[S:11](=[O:12])(=[O:13])[c:14]1[cH:15][cH:16][c:17]([O:20][CH2:21][C:22]#[C:23][CH2:24][CH2:25][CH2:26][NH:27][C:28](=[O:29])[O:30][C:31]([CH3:32])([CH3:33])[CH3:34])[cH:18][cH:19]1. Reactants: O=C([O-])O, COc1cc2nccc(Oc3ccc(N)cc3)c2cc1OC, CC(=O)OC(C)=O, O=CO, [Na+], C1CCOC1. Yields the product COc1cc2nccc(Oc3ccc(NC=O)cc3)c2cc1OC. Reaction SMILES: [C:33](=[O:34])([O-:35])[OH:36].[CH3:11][O:12][c:13]1[cH:14][c:15]2[c:16]([O:25][c:26]3[cH:27][cH:28][c:29]([NH2:32])[cH:30][cH:31]3)[cH:17][cH:18][n:19][c:20]2[cH:21][c:22]1[O:23][CH3:24].[CH3:4][C:5]([O:6][C:7](=[O:8])[CH3:9])=[O:10].[CH:1](=[O:2])[OH:3].[Na+:37].[O:38]1[CH2:39][CH2:40][CH2:41][CH2:42]1>>[CH:1](=[O:3])[NH:32][c:29]1[cH:28][cH:27][c:26]([O:25][c:16]2[c:15]3[cH:14][c:13]([O:12][CH3:11])[c:22]([O:23][CH3:24])[cH:21][c:20]3[n:19][cH:18][cH:17]2)[cH:31][cH:30]1. Starting materials: [Br-], C[Sn](C)(C)CCCCBr, CCCCCCCCCCCCCCCC[P+](CCCC)(CCCC)CCCC, Cc1ccccc1, [Na+], O, Cc1ccc(S(=O)[O-])cc1. Yields the product Cc1ccc(S(=O)(=O)CCCC[Sn](C)(C)C)cc1. RXN SMILES: [Br-:22].[Br:13][CH2:14][CH2:15][CH2:16][CH2:17][Sn:18]([CH3:19])([CH3:20])[CH3:21].[CH2:23]([P+:24]([CH2:25][CH2:26][CH2:27][CH3:28])([CH2:29][CH2:30][CH2:31][CH3:32])[CH2:33][CH2:34][CH2:35][CH2:36][CH2:37][CH2:38][CH2:39][CH2:40][CH2:41][CH2:42][CH2:43][CH2:44][CH2:45][CH2:46][CH2:47][CH3:48])[CH2:49][CH2:50][CH3:51].[CH3:52][c:53]1[cH:54][cH:55][cH:56][cH:57][cH:58]1.[Na+:11].[OH2:12].[c:1]1([CH3:10])[cH:2][cH:3][c:4]([S:7](=[O:8])[O-:9])[cH:5][cH:6]1>>[c:1]1([CH3:10])[cH:2][cH:3][c:4]([S:7](=[O:8])(=[O:9])[CH2:14][CH2:15][CH2:16][CH2:17][Sn:18]([CH3:19])([CH3:20])[CH3:21])[cH:5][cH:6]1.